From a dataset of the Open Reaction Database (ORD), a public repository of structured organic reaction records. describe an organic reaction: reactants, conditions, products, and yield Reactants: O=C(Cl)c1ccccc1, CC(=O)Nc1cc(C)c(C)s1, ClCCCl, Cl[Sn](Cl)(Cl)Cl. The product is CC(=O)Nc1sc(C)c(C)c1C(=O)c1ccccc1. Reaction SMILES: [C:17]([c:18]1[cH:19][cH:20][cH:21][cH:22][cH:23]1)(=[O:24])[Cl:25].[C:6]([CH3:7])(=[O:8])[NH:9][c:10]1[s:11][c:12]([CH3:16])[c:13]([CH3:15])[cH:14]1.[Cl:26][CH2:27][CH2:28][Cl:29].[Sn:1]([Cl:2])([Cl:3])([Cl:4])[Cl:5]>>[C:6]([CH3:7])(=[O:8])[NH:9][c:10]1[s:11][c:12]([CH3:16])[c:13]([CH3:15])[c:14]1[C:17]([c:18]1[cH:19][cH:20][cH:21][cH:22][cH:23]1)=[O:24]. Reactants: C(C)(C)(C)NS(=O)(=O)C1=C(C(=O)OC)C=CC(=C1)CC#N (methyl 2-(tert-butylaminosulfonyl)-4-cyanomethylbenzoate). Reagents/catalysts: O.[Pt]=O (platinum oxide hydrate). The solvent is CO (methanol), Cl (HCl). Reaction conditions: time 10 hour. The product is NCCC1=CC(=C(C(=O)OC)C=C1)S(=O)(=O)NC(C)(C)C (Methyl 4-(2-Aminoethyl)-2-tert-butylaminosulfonylbenzoate). As a reaction SMILES: [C:1]([NH:5][S:6]([C:9]1[CH:18]=[C:17]([CH2:19][C:20]#[N:21])[CH:16]=[CH:15][C:10]=1[C:11]([O:13][CH3:14])=[O:12])(=[O:8])=[O:7])([CH3:4])([CH3:3])[CH3:2]>CO.Cl.O.[Pt]=O>[NH2:21][CH2:20][CH2:19][C:17]1[CH:16]=[CH:15][C:10]([C:11]([O:13][CH3:14])=[O:12])=[C:9]([S:6]([NH:5][C:1]([CH3:4])([CH3:3])[CH3:2])(=[O:8])=[O:7])[CH:18]=1 |f:3.4|. Procedure details: After 0.5 g of platinum oxide hydrate had been added to a solution of 2.5 g (8.05 mmol) of methyl 2-(tert-butylaminosulfonyl)-4-cyanomethylbenzoate in 200 ml of methanol and 4 ml of concentrated HCl, the mixture was hydrogenated for 10 hours at room temperature and under a hydrogen pressure of 20 bar. For working-up, the catalyst was removed by filtration and the filtrate was concentrated. After the residue had been taken up in ethyl acetate, the solution was washed four times with 2 N HCl. The ... Starting materials: halide, ClC1CCCC2=CC(=CC=C12)F (1-chloro-6-fluoro-1,2,3,4-tetrahydronaphthalene), N1CCNCCC1 (homopiperazine), [I-].[K+] (potassium iodide). The solvent is CN(C)C=O (DMF), CN(C)C=O (DMF). Reaction conditions: time 2 hour. Product: FC=1C=C2CCCC(C2=CC1)N1CCNCCC1 (N-(6-Fluoro-1,2,3,4-tetrahydro-1-naphthalenyl)homopiperzine). The yield is 17403.6%. Reaction SMILES: [NH:1]1[CH2:7][CH2:6][CH2:5][NH:4][CH2:3][CH2:2]1.[I-].[K+].Cl[CH:11]1[C:20]2[C:15](=[CH:16][C:17]([F:21])=[CH:18][CH:19]=2)[CH2:14][CH2:13][CH2:12]1>CN(C=O)C>[F:21][C:17]1[CH:16]=[C:15]2[C:20](=[CH:19][CH:18]=1)[CH:11]([N:1]1[CH2:7][CH2:6][CH2:5][NH:4][CH2:3][CH2:2]1)[CH2:12][CH2:13][CH2:14]2 |f:1.2|. Procedure: Under nitrogen atmosphere, a 3-necked 500 ml round-bottomed flask was charged with homopiperazine (20 mg), DMF (130 ml) and potassium iodide (0.35 g). A solution of 7.70 g (41.7 mmol) of 1-chloro-6-fluoro-1,2,3,4-tetrahydronaphthalene in 39 ml of DMF was added over a five minute period. The mixture was stirred at 55°-60° C. for two hours and then at ambient temperature overnight. Tlc analysis on silica gel (diethyl ether:hexane 5:95) showed the absence of the starting halide, Rf 0.77. Most of th... The reactants are O=C([O-])[O-], CS(C)=O, Cc1cc([N+](=O)[O-])cc(C)c1F, [K+], [K+], O, CC(C)c1n[nH]c2ccc(O)cc12. Yields the product Cc1cc([N+](=O)[O-])cc(C)c1Oc1ccc2[nH]nc(C(C)C)c2c1. Reaction SMILES: [C:1](=[O:2])([O-:3])[O-:4].[CH3:33][S:34]([CH3:35])=[O:36].[F:20][c:21]1[c:22]([CH3:31])[cH:23][c:24]([N+:28](=[O:29])[O-:30])[cH:25][c:26]1[CH3:27].[K+:5].[K+:6].[OH2:32].[OH:7][c:8]1[cH:9][c:10]2[c:11]([CH:17]([CH3:18])[CH3:19])[n:12][nH:13][c:14]2[cH:15][cH:16]1>>[O:7]([c:8]1[cH:9][c:10]2[c:11]([CH:17]([CH3:18])[CH3:19])[n:12][nH:13][c:14]2[cH:15][cH:16]1)[c:21]1[c:22]([CH3:31])[cH:23][c:24]([N+:28](=[O:29])[O-:30])[cH:25][c:26]1[CH3:27]. The reactants are C(C)(C)(C)OC(=O)N1C(\C(\C2=CC=C(C=C12)Cl)=C/C1=C(C=CC(=C1)F)OC(C)(C)C(=O)OCC)=O (Z-6-Chloro-3-[2-(1-ethoxycarbonyl-1-methyl-ethoxy)-5-fluoro-benzylidene]-2-oxo-2,3-dihydro-indole-1-carboxylic acid tert-butyl ester), FC=1C=CC(=C(C1)C=NC(=C)O[Si](C)(C)C)C (1-(5-fluoro-2-methyl-phenyl)-3-trimethylsilyoxy-2-aza-1,3-butadiene). Solvent: C1(=CC=CC=C1)C (toluene). Product: ClC1=CC=C2C(=C1)NC(C21C(NC(CC1C1=C(C=CC(=C1)F)OC(C)(C)C(=O)OCC)=O)C1=C(C=CC(=C1)F)C)=O (racemic (2′S,3S,4′R)-6-chloro-4′-[5-fluoro-2-(1-ethoxycarbonyl-1-methyl-ethoxy)-phenyl]-2′-(5-fluoro-2-methyl-phenyl)spiro[3H-indole-3,3′-piperidine]-2,6′(1H)-dione). Isolated yield 13.7%. As a reaction SMILES: C(OC([N:8]1[C:16]2[C:11](=[CH:12][CH:13]=[C:14]([Cl:17])[CH:15]=2)/[C:10](=[CH:18]/[C:19]2[CH:24]=[C:23]([F:25])[CH:22]=[CH:21][C:20]=2[O:26][C:27]([C:30]([O:32][CH2:33][CH3:34])=[O:31])([CH3:29])[CH3:28])/[C:9]1=[O:35])=O)(C)(C)C.[F:36][C:37]1[CH:38]=[CH:39][C:40]([CH3:52])=[C:41]([CH:43]=[N:44][C:45]([O:47][Si](C)(C)C)=[CH2:46])[CH:42]=1>C1(C)C=CC=CC=1>[Cl:17][C:14]1[CH:15]=[C:16]2[NH:8][C:9](=[O:35])[C:10]3([CH:18]([C:19]4[CH:24]=[C:23]([F:25])[CH:22]=[CH:21][C:20]=4[O:26][C:27]([C:30]([O:32][CH2:33][CH3:34])=[O:31])([CH3:28])[CH3:29])[CH2:46][C:45](=[O:47])[NH:44][CH:43]3[C:41]3[CH:42]=[C:37]([F:36])[CH:38]=[CH:39][C:40]=3[CH3:52])[C:11]2=[CH:12][CH:13]=1. Reported procedure: In a manner similar to the method described in Example 1e, E/Z-6-Chloro-3-[2-(1-ethoxycarbonyl-1-methyl-ethoxy)-5-fluoro-benzylidene]-2-oxo-2,3-dihydro-indole-1-carboxylic acid tert-butyl ester (5 g, 10 mmol) was reacted with 1-(5-fluoro-2-methyl-phenyl)-3-trimethylsilyoxy-2-aza-1,3-butadiene (40 mmol) in toluene to give the title compound as a white solid (800 mg).